Dataset: the Open Reaction Database (ORD), a public repository of structured organic reaction records. Task: describe an organic reaction: reactants, conditions, products, and yield Reactants: [Br-].O(C1=CC=CC=C1)CC[P+](C1=CC=CC=C1)(C1=CC=CC=C1)C1=CC=CC=C1 (β-phenoxyethyltriphenyl phosphonium-bromide), CN (methylamine). The solvent is C(C)O (ethanol). The product is [Br-].[PH4+].CNCC[P+](C1=CC=CC=C1)(C1=CC=CC=C1)C1=CC=CC=C1.[Br-] (β-methylaminoethyltriphenylphosphonium phosphonium bromide). Reaction SMILES: [Br-:1].O([CH2:9][CH2:10][P+:11]([C:24]1[CH:29]=[CH:28][CH:27]=[CH:26][CH:25]=1)([C:18]1[CH:23]=[CH:22][CH:21]=[CH:20][CH:19]=1)[C:12]1[CH:17]=[CH:16][CH:15]=[CH:14][CH:13]=1)C1C=CC=CC=1.[CH3:30][NH2:31]>C(O)C>[Br-:1].[PH4+:11].[CH3:30][NH:31][CH2:9][CH2:10][P+:11]([C:24]1[CH:29]=[CH:28][CH:27]=[CH:26][CH:25]=1)([C:18]1[CH:23]=[CH:22][CH:21]=[CH:20][CH:19]=1)[C:12]1[CH:17]=[CH:16][CH:15]=[CH:14][CH:13]=1.[Br-:1] |f:0.1,4.5.6.7|. Procedure details: The required β-methylaminoethyltriphenylphosphonium phosphonium bromide was prepared by heating a mixture of β-phenoxyethyltriphenyl phosphonium-bromide (46.2 g.) dissolved in ethanol (80 ml.) and 33% ethanolic methylamine (130 ml.) in an autoclave at 100°C for three hours. After cooling, the product was precipitated by addition of dry ether (2 1.) filtered, washed with ether and dried, and had a melting point of 226°C. Reactants: CN(C)C=O (DMF), NC1=CC=C(C=N1)CCCO (3-(6-Amino-pyridin-3-yl)-propan-1-ol), C(C1=CC=CC=C1)(=O)N=C=S (Benzoylisothiocyanate). The solvent is O (water), C(Cl)Cl (CH2Cl2). Yields the product OCCCC=1C=CC(=NC1)NC(=S)N ([5-(3-Hydroxy-propyl)-pyridin-2-yl]-thiourea). Reaction SMILES: [NH2:1][C:2]1[N:7]=[CH:6][C:5]([CH2:8][CH2:9][CH2:10][OH:11])=[CH:4][CH:3]=1.CN(C=O)C.C([N:25]=[C:26]=[S:27])(=O)C1C=CC=CC=1>C(Cl)Cl.O>[OH:11][CH2:10][CH2:9][CH2:8][C:5]1[CH:4]=[CH:3][C:2]([NH:1][C:26]([NH2:25])=[S:27])=[N:7][CH:6]=1. Procedure: 3-(6-Amino-pyridin-3-yl)-propan-1-ol (7-3), 2.83 g (19.5 mmol) was stirred in 15 mL of anhydrous CH2Cl2 under Ar. Anhydrous DMF, 5 mL was added and the solution became homogeneous. Benzoylisothiocyanate (2.62 mL, 19.5 mmol) was added and after 2 h the reaction was concentrated in vacuo. To the residue was added 60 mL 1 M NaOH, and 120 mL THF and the resulting mixture was heated to reflux. After 2 h reaction was cooled to RT, and diluted with water (pH 9). The aqueous phase was extracted three ti...